This data is from the Open Reaction Database (ORD), a public repository of structured organic reaction records. The task is: describe an organic reaction: reactants, conditions, products, and yield The reactants are O=C1CCC2(CCN(CC2)C(=O)OC(C)(C)C)CC1 (tert-Butyl 9-oxo-3-azaspiro[5.5]undecane-3-carboxylate), C(O)([O-])=O.[Na+] (sodium hydrogen carbonate), N1CCC1 (azetidine), C(C)(=O)O[BH-](OC(C)=O)OC(C)=O.[Na+] (sodium triacetoxyborohydride). Run in ClCCCl (1,2-dichloroethane). Run at time 3 day. Yields the product N1(CCC1)C1CCC2(CCN(CC2)C(=O)OC(C)(C)C)CC1 (tert-Butyl 9-(azetidin-1-yl)-3-azaspiro[5.5]undecane-3-carboxylate). As a reaction SMILES: O=[C:2]1[CH2:19][CH2:18][C:5]2([CH2:10][CH2:9][N:8]([C:11]([O:13][C:14]([CH3:17])([CH3:16])[CH3:15])=[O:12])[CH2:7][CH2:6]2)[CH2:4][CH2:3]1.[NH:20]1[CH2:23][CH2:22][CH2:21]1.C(O[BH-](OC(=O)C)OC(=O)C)(=O)C.[Na+].C(=O)([O-])O.[Na+]>ClCCCl>[N:20]1([CH:2]2[CH2:19][CH2:18][C:5]3([CH2:10][CH2:9][N:8]([C:11]([O:13][C:14]([CH3:17])([CH3:16])[CH3:15])=[O:12])[CH2:7][CH2:6]3)[CH2:4][CH2:3]2)[CH2:23][CH2:22][CH2:21]1 |f:2.3,4.5|. Reported procedure: tert-Butyl 9-oxo-3-azaspiro[5.5]undecane-3-carboxylate (stage (iv) Amine-F43) (1 g, 3.74 mmol) and azetidine (0.25 ml, 3.74 mmol) were placed in 1,2-dichloroethane (15 ml), and sodium triacetoxyborohydride (1.1 g, 5.23 mmol) was added. The reaction mixture was stirred for 3 d at room temperature, and then saturated sodium hydrogen carbonate solution was added. After phase separation, the aqueous phase was extracted with dichloromethane (2×). The combined organic phases were washed with saturated... Starting materials: [H-].[Na+] (sodium hydride), N1[C@@H](CCC1=O)C(=O)OCC1=CC=CC=C1 (benzyl (L)-pyroglutamate), ( A ), C(C1=CC=CC=C1)(=O)Cl (benzoyl chloride). Solvent: C1=CC=CC=C1 (benzene), C1=CC=CC=C1 (benzene), C1=CC=CC=C1 (benzene). Run at temperature 55 celsius, time 4 hour. The product is C(C1=CC=CC=C1)(=O)N1[C@@H](CCC1=O)C(=O)OCC1=CC=CC=C1 (benzyl N-benzoyl-(L)-pyroglutamate). Isolated yield 70.0%. RXN SMILES: [NH:1]1[C:5](=[O:6])[CH2:4][CH2:3][C@H:2]1[C:7]([O:9][CH2:10][C:11]1[CH:16]=[CH:15][CH:14]=[CH:13][CH:12]=1)=[O:8].[H-].[Na+].[C:19](Cl)(=[O:26])[C:20]1[CH:25]=[CH:24][CH:23]=[CH:22][CH:21]=1>C1C=CC=CC=1>[C:19]([N:1]1[C:5](=[O:6])[CH2:4][CH2:3][C@H:2]1[C:7]([O:9][CH2:10][C:11]1[CH:16]=[CH:15][CH:14]=[CH:13][CH:12]=1)=[O:8])(=[O:26])[C:20]1[CH:25]=[CH:24][CH:23]=[CH:22][CH:21]=1 |f:1.2|. Procedure details: A solution of 21.9 g (0.1 mol) of benzyl (L)-pyroglutamate (prepared according to Example II(1)) in 150 ml of benzene is added over an hour to a suspension of 4.8 g (0.1 mol) of sodium hydride in 15 ml of dry benzene. The mixture is stirred for one hour at ordinary temperature and 14.1 g (0.1 mol) of benzoyl chloride diluted in benzene are then introduced. The reaction mixture is stirred for 4 hours at 55° C. and then for 18 hours at ordinary temperature. After the mixture has been washed with w... Reactants: C(C)(C)(C)C=1N=C(C=2C(N1)=NN(N2)CC(=O)C2=C(C=CC=C2)Cl)N2CC(CC2)(F)F (2-[5-tert-Butyl-7-(3,3-difluoro-pyrrolidin-1-yl)-[1,2,3]triazolo[4,5-d]pyrimidin-2-yl]-1-(2-chloro-phenyl)-ethanone), C(C)(C)(C)C=1N=C(C2=C(N1)NN=N2)N2CC(CC2)(F)F (5-tert-butyl-7-(3,3-difluoropyrrolidin-1-yl)-3H-[1,2,3]triazolo[4,5-d]pyrimidine), BrCC(=O)C1=CC=C(C=C1)Cl (2-bromo-1-(4-chlorophenyl)ethanone). Product: C(C)(C)(C)C=1N=C(C=2C(N1)=NN(N2)CC(=O)C2=CC=C(C=C2)Cl)N2CC(CC2)(F)F (2-[5-tert-Butyl-7-(3,3-difluoro-pyrrolidin-1-yl)-[1,2,3]triazolo[4,5-d]pyrimidin-2-yl]-1-(4-chloro-phenyl)-ethanone). Reaction SMILES: [C:1]([C:5]1[N:6]=[C:7]([N:24]2[CH2:28][CH2:27][C:26]([F:30])([F:29])[CH2:25]2)[C:8]2[C:9](=[N:11][N:12]([CH2:14][C:15](C3C=CC=CC=3Cl)=[O:16])[N:13]=2)[N:10]=1)([CH3:4])([CH3:3])[CH3:2].C(C1N=C(N2CCC(F)(F)C2)C2N=NNC=2N=1)(C)(C)C.BrCC([C:55]1[CH:60]=[CH:59][C:58]([Cl:61])=[CH:57][CH:56]=1)=O>>[C:1]([C:5]1[N:6]=[C:7]([N:24]2[CH2:28][CH2:27][C:26]([F:29])([F:30])[CH2:25]2)[C:8]2[C:9](=[N:11][N:12]([CH2:14][C:15]([C:55]3[CH:60]=[CH:59][C:58]([Cl:61])=[CH:57][CH:56]=3)=[O:16])[N:13]=2)[N:10]=1)([CH3:4])([CH3:3])[CH3:2]. Procedure details: In analogy to the procedure described for the synthesis of 2-[5-tert-Butyl-7-(3,3-difluoro-pyrrolidin-1-yl)-[1,2,3]triazolo[4,5-d]pyrimidin-2-yl]-1-(2-chloro-phenyl)-ethanone (example 47), the title compound was prepared from 5-tert-butyl-7-(3,3-difluoropyrrolidin-1-yl)-3H-[1,2,3]triazolo[4,5-d]pyrimidine and 2-bromo-1-(4-chlorophenyl)ethanone and isolated as light yellow solid. MS (m/e): 435.3 (MH+). The reactants are [OH-].[K+] (Potassium hydroxide), ClC1=C(C(=O)O)C=C(C=C1)CC#N (2-chloro-5-(cyanomethyl)benzoic acid), O (water). Run in C(C)O (ethanol). The product is C(=O)(O)CC=1C=CC(=C(C(=O)O)C1)Cl (5-(Carboxymethyl)-2-chlorobenzoic acid). Reaction SMILES: [OH-:1].[K+].[Cl:3][C:4]1[CH:12]=[CH:11][C:10]([CH2:13][C:14]#N)=[CH:9][C:5]=1[C:6]([OH:8])=[O:7].[OH2:16]>C(O)C>[C:14]([CH2:13][C:10]1[CH:11]=[CH:12][C:4]([Cl:3])=[C:5]([CH:9]=1)[C:6]([OH:8])=[O:7])([OH:16])=[O:1] |f:0.1|. Procedure: Potassium hydroxide (0.969 g) in water (10 mL) was added to a solution of 2-chloro-5-(cyanomethyl)benzoic acid (1.25 g) in ethanol (10 mL) and the resulting mixture was heated at reflux for 2.25 hours, then allowed to cool. The mixture was concentrated in vacuo to remove the ethanol and then diluted with water and washed twice with ethyl acetate. The organic phases were discarded, whilst the aqueous phase was acidified to pH 1 with concentrated hydrochloric acid and extracted twice with ethyl ac... Starting materials: BrC1=CC=2CC3=CC(=CC=C3C2C=C1)Br (2,7-dibromofluorene), C(CCCCCCC)Br (n-octyl bromide). Product: BrC1=CC=2C(C3=CC(=CC=C3C2C=C1)Br)(CCCCCCCC)CCCCCCCC (2,7-dibromo-9,9-di-n-octylfluorene). Isolated yield 85.0%. RXN SMILES: [Br:1][C:2]1[CH:14]=[CH:13][C:12]2[C:11]3[C:6](=[CH:7][C:8]([Br:15])=[CH:9][CH:10]=3)[CH2:5][C:4]=2[CH:3]=1.[CH2:16](Br)[CH2:17][CH2:18][CH2:19][CH2:20][CH2:21][CH2:22][CH3:23]>>[Br:1][C:2]1[CH:14]=[CH:13][C:12]2[C:11]3[C:6](=[CH:7][C:8]([Br:15])=[CH:9][CH:10]=3)[C:5]([CH2:13][CH2:14][CH2:2][CH2:3][CH2:4][CH2:12][CH2:11][CH3:10])([CH2:16][CH2:17][CH2:18][CH2:19][CH2:20][CH2:21][CH2:22][CH3:23])[C:4]=2[CH:3]=1. Procedure: This compound was prepared from 2,7-dibromofluorene and n-octyl bromide, using a similar procedure as described in Example III. The product was obtained in an 85% yield as colorless crystals. The product is CC(C)S(=O)(=O)N1CCC(C(=O)N2CC(c3ccc(F)cc3)C(N(C)C(=O)N(C)c3cc(C(F)(F)F)cc(C(F)(F)F)c3)C2)CC1. Reactants: CC(C)S(=O)(=O)Cl, Cl, CN(C(=O)N(C)C1CN(C(=O)C2CCNCC2)CC1c1ccc(F)cc1)c1cc(C(F)(F)F)cc(C(F)(F)F)c1. As a reaction SMILES: [CH3:42][CH:43]([CH3:44])[S:45](=[O:46])(=[O:47])[Cl:48].[ClH:1].[F:2][C:3]([c:4]1[cH:5][c:6]([N:14]([C:15](=[O:16])[N:17]([CH3:18])[CH:19]2[CH2:20][N:21]([C:31](=[O:32])[CH:33]3[CH2:34][CH2:35][NH:36][CH2:37][CH2:38]3)[CH2:22][CH:23]2[c:24]2[cH:25][cH:26][c:27]([F:30])[cH:28][cH:29]2)[CH3:39])[cH:7][c:8]([C:10]([F:11])([F:12])[F:13])[cH:9]1)([F:40])[F:41]>>[F:2][C:3]([c:4]1[cH:5][c:6]([N:14]([C:15](=[O:16])[N:17]([CH3:18])[CH:19]2[CH2:20][N:21]([C:31](=[O:32])[CH:33]3[CH2:34][CH2:35][N:36]([S:45]([CH:43]([CH3:42])[CH3:44])(=[O:46])=[O:47])[CH2:37][CH2:38]3)[CH2:22][CH:23]2[c:24]2[cH:25][cH:26][c:27]([F:30])[cH:28][cH:29]2)[CH3:39])[cH:7][c:8]([C:10]([F:11])([F:12])[F:13])[cH:9]1)([F:40])[F:41]. Reactants: CC1(C)SC2C(N)C(=O)N2C1c1nnn[nH]1, [Na+], O=C(Cl)COc1ccccc1, [OH-]. Product: CC1(C)SC2C(NC(=O)COc3ccccc3)C(=O)N2C1c1nnn[nH]1. Reaction SMILES: [NH2:1][CH:2]1[CH:3]2[N:4]([CH:5]([c:10]3[n:11][n:12][n:13][nH:14]3)[C:6]([CH3:8])([CH3:9])[S:7]2)[C:15]1=[O:16].[Na+:18].[O:19]([c:20]1[cH:21][cH:22][cH:23][cH:24][cH:25]1)[CH2:26][C:27](=[O:28])[Cl:29].[OH-:17]>>[NH:1]([CH:2]1[CH:3]2[N:4]([CH:5]([c:10]3[nH:11][n:12][n:13][n:14]3)[C:6]([CH3:8])([CH3:9])[S:7]2)[C:15]1=[O:16])[C:27]([CH2:26][O:19][c:20]1[cH:21][cH:22][cH:23][cH:24][cH:25]1)=[O:28]. Starting materials: C1(=CC=CC=C1)C1=CC2=C(NC(=N2)N)C=C1 (5-Phenyl-1H-benzoimidazol-2-ylamine), C(C)N=C=O (ethyl isocyanate). Run in C1CCOC1 (THF), C1CCOC1 (THF). The product is C(C)NC(=O)NC1=NC2=C(N1)C=CC(=C2)C2=CC=CC=C2 (1-Ethyl-3-(5-phenyl-1H-benzoimidazol-2-yl)-urea). RXN SMILES: [C:1]1([C:7]2[CH:16]=[CH:15][C:10]3[NH:11][C:12]([NH2:14])=[N:13][C:9]=3[CH:8]=2)[CH:6]=[CH:5][CH:4]=[CH:3][CH:2]=1.[CH2:17]([N:19]=[C:20]=[O:21])[CH3:18]>C1COCC1>[CH2:17]([NH:19][C:20]([NH:14][C:12]1[NH:11][C:10]2[CH:15]=[CH:16][C:7]([C:1]3[CH:2]=[CH:3][CH:4]=[CH:5][CH:6]=3)=[CH:8][C:9]=2[N:13]=1)=[O:21])[CH3:18]. Procedure: To a solution of 7 (40 mg, 0.19 mmol) in THF (1 mL) was added ethyl isocyanate (27 μL, 0.34 mmol) as a solution in THF (0.5 mL). The reaction was heated to reflux overnight then concentrated in vacuo. The crude product was purified by preparative HPLC to afford Ia-84.